Dataset: the Open Reaction Database (ORD), a public repository of structured organic reaction records. Task: describe an organic reaction: reactants, conditions, products, and yield The reactants are C([O-])([O-])=O.[K+].[K+] (Potassium carbonate), ICCC (1-iodopropane), COC=1C=C(C=CC1[N+](=O)[O-])N1CCNCCC1 (1-[3-(methyloxy)-4-nitrophenyl]hexahydro-1H-1,4-diazepine). The solvent is ClCCl (dichloromethane), C(C)#N (acetonitrile). Reaction conditions: time 60 hour. Product: CC(C)N1CCN(CCC1)C1=CC(=C(C=C1)[N+](=O)[O-])OC (1-(1-methylethyl)-4-[3-(methyloxy)-4-nitrophenyl]hexahydro-1H-1,4-diazepine). Yield: 83.5%. RXN SMILES: [CH3:1][O:2][C:3]1[CH:4]=[C:5]([N:12]2[CH2:18][CH2:17][CH2:16][NH:15][CH2:14][CH2:13]2)[CH:6]=[CH:7][C:8]=1[N+:9]([O-:11])=[O:10].C(=O)([O-])[O-].[K+].[K+].I[CH2:26][CH2:27][CH3:28]>C(#N)C.ClCCl>[CH3:26][CH:27]([N:15]1[CH2:16][CH2:17][CH2:18][N:12]([C:5]2[CH:6]=[CH:7][C:8]([N+:9]([O-:11])=[O:10])=[C:3]([O:2][CH3:1])[CH:4]=2)[CH2:13][CH2:14]1)[CH3:28] |f:1.2.3|. Reported procedure: 1-[3-(methyloxy)-4-nitrophenyl]hexahydro-1H-1,4-diazepine (580 mg, 2.3 mmol) was dissolved in acetonitrile (10 mL). Potassium carbonate (952 mg, 6.9 mmol) and 1-iodopropane (0.344 mL, 3.45 mmol) were added. Reaction was stirred at it for 60 h. At this time the reaction mixture was diluted with dichloromethane and washed with a saturated sodium bicarbonate solution, water and a saturated sodium chloride solution, dried over Na2SO4 and filtered. Solvents were removed under reduced pressure and pur... Reaction SMILES: [NH2:1][C:2]1[CH:7]=[CH:6][C:5]([CH3:8])=[CH:4][CH:3]=1.[Cl:9][C:10]1[N:15]=[C:14](Cl)[CH:13]=[C:12]([Cl:17])[N:11]=1.O>O1CCCC1>[Cl:9][C:10]1[N:11]=[C:12]([Cl:17])[CH:13]=[C:14]([NH:1][C:2]2[CH:7]=[CH:6][C:5]([CH3:8])=[CH:4][CH:3]=2)[N:15]=1. Reactants: ClC1=NC(=CC(=N1)Cl)Cl (2,4,6-trichloropyrimidine), NC1=CC=C(C=C1)C (p-toluidine), O (water). Yield: 86.6%. The solvent is O1CCCC1 (tetrahydrofuran). Procedure details: 6.4 g of p-toluidine was dissolved in 50 ml of tetrahydrofuran, and 5.5 g of 2,4,6-trichloropyrimidine was dropwise added thereto with stirring at room temperature. After being stirred for 1 hour, 200 ml of water was added to the reaction mixture. The crystal thus precipitated was taken out by filtration and dried to obtain 6.6 g of 2,4-dichloro-6-p-toluidinopyrimidine, which had a m.p. of 162° to 166° C. Next, 2.4 g of phenol and 8.6 g of potassium carbonate were dispersed in 30 ml of N,N'-dime... The product is ClC1=NC(=CC(=N1)Cl)NC1=CC=C(C=C1)C (2,4-dichloro-6-p-toluidinopyrimidine). The reactants are COC1=CC2=C(NC3=C(C=C2)C=C(C=C3)OC)C=C1 (2,8-dimethoxy-5H-dibenz[b,f]azepine), B(Br)(Br)Br (BBr3). The solvent is CN(C=O)C (dimethylformamide). Conditions: time 3.5 hour. Yields the product OC=1C=CC2=C(C=CC=3C(=N2)C=CC(C3)=O)C1 (8-Hydroxy-2H-dibenz[b,f]azepin-2-one). The yield is 86.2%. RXN SMILES: C[O:2][C:3]1[CH:19]=[CH:18][C:6]2[NH:7][C:8]3[CH:15]=[CH:14][C:13]([O:16]C)=[CH:12][C:9]=3[CH:10]=[CH:11][C:5]=2[CH:4]=1.B(Br)(Br)Br>CN(C)C=O>[OH:2][C:3]1[CH:19]=[CH:18][C:6]2[N:7]=[C:8]3[CH:15]=[CH:14][C:13](=[O:16])[CH:12]=[C:9]3[CH:10]=[CH:11][C:5]=2[CH:4]=1. Procedure: A solution of 2,8-dimethoxy-5H-dibenz[b,f] azepine (8) (1.0 g; 3.95 mmol) in warm CH2Cl2 (23.5 mL, dried over molecular sieve 4A), maintained under a CaSO4 drying tube, was cooled in an ice bath (8 separates as a fine suspension) and treated with BBr3 (1.85 mL; 19.6 mmol; 5 eq). The mixture immediately turned blue and became homogeneous. The ice bath was removed after 5 minutes and the reaction was stirred at ambient temperature for 3.5 hours. The mixture was carefully blended into H2O (350 mL) ... The reactants are N1=CC(=CC=C1)CN (3-picolylamine), COC1=NS(N=C1OC)(=O)=O (3,4-dimethoxy-1,2,5-thiadiazole 1,1-dioxide), N(C(=N)N)C=1SC=C(N1)CSCCN (2-[(2-guanidinothiazol-4-yl)methylthio]ethylamine), C1(=C(C(=C(C(=C1F)F)F)N)F)N.Cl.Cl (dihydrochloride). Run in CO (methanol), CO (methanol). Run at time 20 hour. Yields the product NH4OH(0.5), N(C(=N)N)C=1SC=C(N1)CSCCNC1=NS(N=C1NCC=1C=NC=CC1)(=O)=O (3-{2-[(2-Guanidino-4-thiazolyl)methylthio]ethylamino}-4-(3-pyridyl)methylamino-1,2,5-thiadiazole 1,1-dioxide). Reaction SMILES: [NH:1]([C:5]1[S:6][CH:7]=[C:8]([CH2:10][S:11][CH2:12][CH2:13][NH2:14])[N:9]=1)[C:2]([NH2:4])=[NH:3].C1(N)C(F)=C(F)C(F)=C(N)C=1F.Cl.Cl.CO[C:31]1[C:35](OC)=[N:34][S:33](=[O:39])(=[O:38])[N:32]=1.[N:40]1[CH:45]=[CH:44][CH:43]=[C:42]([CH2:46][NH2:47])[CH:41]=1>CO>[NH:1]([C:5]1[S:6][CH:7]=[C:8]([CH2:10][S:11][CH2:12][CH2:13][NH:14][C:31]2[C:35]([NH:47][CH2:46][C:42]3[CH:41]=[N:40][CH:45]=[CH:44][CH:43]=3)=[N:34][S:33](=[O:39])(=[O:38])[N:32]=2)[N:9]=1)[C:2]([NH2:4])=[NH:3] |f:1.2.3|. Procedure: A solution of 2-[(2-guanidinothiazol-4-yl)methylthio]ethylamine (from the dihydrochloride, 7.0 g; 23 mmoles) in 180 ml of methanol was added dropwise to a partial suspension of 3,4-dimethoxy-1,2,5-thiadiazole 1,1-dioxide (4.1 g; 23 mmoles) in 400 ml of methanol at 8°. This was followed by 3-picolylamine (2.74 g; 25.3 mmoles) and the reaction mixture was stirred at 8° for 15 minutes and at ambient temperature for 20 hours. The reaction solution was evaporated and the residue flash chromatographed... The reactants are NC=1SC(=NN1)S (2-amino-1,3,4-thiadiazole-5-thiol), [OH-].[Na+] (NaOH), II (iodine). The solvent is C(C)O (ethanol), C(C)O (ethanol). The product is NC=1SC(=NN1)SSC1=NN=C(S1)N (2-amino-1,3,4-thiadiazol-5-yl disulfide). RXN SMILES: [NH2:1][C:2]1[S:3][C:4]([SH:7])=[N:5][N:6]=1.[OH-].[Na+].II>C(O)C>[NH2:1][C:2]1[S:3][C:4]([S:7][S:7][C:4]2[S:3][C:2]([NH2:1])=[N:6][N:5]=2)=[N:5][N:6]=1 |f:1.2|. Procedure details: A solution prepared from 10.0 g 2-amino-1,3,4-thiadiazole-5-thiol, 81 g ethanol and 7.78 g 40% aqueous NaOH was mixed with a solution of 9.48 g iodine in 75 g of ethanol. The resulting mixture was filtered, and the collected product was washed with ethanol and dried under vacuum at 70° C. Yields the product C([C@@H]1[C@H]([C@@H]([C@H]([C@H](O1)O[C@@H]2[C@H](O[C@H]([C@@H]([C@H]2O)O)O)CO)O)O)O)O (maltose). Starting materials: C([C@@H]1[C@H]([C@@H]([C@H]([C@H](O1)O[C@@H]2[C@H](O[C@@H]([C@@H]([C@H]2O)O)O[C@@H]3[C@H](O[C@@H]([C@@H]([C@H]3O)O)O[C@@H]4[C@H](O[C@@H]([C@@H]([C@H]4O)O)O)CO)CO)CO)O)O)O)O (Maltotetraose), O=C[C@H](O)[C@@H](O)[C@H](O)[C@H](O)CO (glucose), oligosaccharide, C([C@@H]1[C@H]([C@@H]([C@H]([C@H](O1)O[C@@H]2[C@H](O[C@@H]([C@@H]([C@H]2O)O)O[C@@H]3[C@H](O[C@@H]([C@@H]([C@H]3O)O)O[C@@H]4[C@H](O[C@@H]([C@@H]([C@H]4O)O)O)CO)CO)CO)O)O)O)O (Maltotetraose), glucan, glucan, C([C@@H]1[C@H]([C@@H]([C@H]([C@H](O1)O[C@@H]2[C@H](O[C@@H]([C@@H]([C@H]2O)O)O[C@@H]3[C@H](O[C@@H]([C@@H]([C@H]3O)O)O[C@@H]4[C@H](O[C@@H]([C@@H]([C@H]4O)O)O)CO)CO)CO)O)O)O)O (Maltotetraose), C([C@@H]1[C@H]([C@@H]([C@H]([C@H](O1)O[C@@H]2[C@H](O[C@@H]([C@@H]([C@H]2O)O)O[C@@H]3[C@H](O[C@@H]([C@@H]([C@H]3O)O)O[C@@H]4[C@H](O[C@@H]([C@@H]([C@H]4O)O)O)CO)CO)CO)O)O)O)O (maltotetraose). As a reaction SMILES: [CH2:1]([OH:45])[C@H:2]1[O:7][C@H:6]([O:8][C@H:9]2[C@H:14]([OH:15])[C@@H:13]([OH:16])[C@@H:12]([O:17][C@H]3[C@H](O)[C@@H](O)[C@@H](O[C@H]4[C@H](O)[C@@H](O)[C@@H](O)O[C@@H]4CO)O[C@@H]3CO)[O:11][C@@H:10]2[CH2:40][OH:41])[C@H:5]([OH:42])[C@@H:4]([OH:43])[C@@H:3]1[OH:44].O=C[C@@H]([C@H]([C@@H]([C@@H](CO)O)O)O)O>>[CH2:1]([OH:45])[C@H:2]1[O:7][C@H:6]([O:8][C@H:9]2[C@H:14]([OH:15])[C@@H:13]([OH:16])[C@H:12]([OH:17])[O:11][C@@H:10]2[CH2:40][OH:41])[C@H:5]([OH:42])[C@@H:4]([OH:43])[C@@H:3]1[OH:44]. Procedure details: Maltotetraose is the preferred α(1→4) linked glucan for use in the present invention. Maltotetraose is an oligosaccharide consisting of four α(1→4) linked glucose units and is commercially available from Sigma Chemical Company, St. Louis, Missouri, or Boehringer Mannheim, GmbH, Mannheim, West Germany. Where maltotetraose is employed as the α(1→4) linked glucan, the kinetic assay proceeds as follows: Maltotetraose substrate is hydrolyzed by α-amylase in the test sample to yield two moles of malto...